This data is from the Open Reaction Database (ORD), a public repository of structured organic reaction records. The task is: describe an organic reaction: reactants, conditions, products, and yield Reactants: ClC1=CC=C(N=N1)C(=O)N1CCN(CC1)C1=NC=C(C=C1C)C ((6-chloropyridazin-3-yl)[4-(3,5-dimethylpyridin-2-yl)piperazin-1-yl]methanone), N1C(CCC1)=O (pyrrolidin-2-one). Product: CC=1C(=NC=C(C1)C)N1CCN(CC1)C(=O)C1=CC=C(N=N1)N1C(CCC1)=O (1-{6-[4-(3,5-dimethylpyridin-2-yl)piperazine-1-carbonyl]pyridazin-3-yl}pyrrolidin-2-one). Yield: 9.3%. As a reaction SMILES: Cl[C:2]1[N:7]=[N:6][C:5]([C:8]([N:10]2[CH2:15][CH2:14][N:13]([C:16]3[C:21]([CH3:22])=[CH:20][C:19]([CH3:23])=[CH:18][N:17]=3)[CH2:12][CH2:11]2)=[O:9])=[CH:4][CH:3]=1.[NH:24]1[CH2:28][CH2:27][CH2:26][C:25]1=[O:29]>>[CH3:22][C:21]1[C:16]([N:13]2[CH2:14][CH2:15][N:10]([C:8]([C:5]3[N:6]=[N:7][C:2]([N:24]4[CH2:28][CH2:27][CH2:26][C:25]4=[O:29])=[CH:3][CH:4]=3)=[O:9])[CH2:11][CH2:12]2)=[N:17][CH:18]=[C:19]([CH3:23])[CH:20]=1. Procedure: Using (6-chloropyridazin-3-yl)[4-(3,5-dimethylpyridin-2-yl)piperazin-1-yl]methanone (150 mg) described in Preparation Example 230 and pyrrolidin-2-one (46 mg) and by the reaction and treatment in the same manner as in Example 1, the title compound (16 mg) was obtained.